describe an organic reaction: reactants, conditions, products, and yield From a dataset of the Open Reaction Database (ORD), a public repository of structured organic reaction records. Starting materials: FC1=CC=C(C=C1)C=CC(=O)O (3-(4-Fluorophenyl)acrylic acid), S(O)(O)(=O)=O (sulfuric acid). Solvent: CO (methanol). Reaction conditions: temperature 100 celsius, time 3.5 hour. Product: FC1=CC=C(C=C1)C=CCO (3-(4-fluorophenyl)-2-propene-1-ol). The yield is 83.4%. RXN SMILES: [F:1][C:2]1[CH:7]=[CH:6][C:5]([CH:8]=[CH:9][C:10](O)=[O:11])=[CH:4][CH:3]=1.S(=O)(=O)(O)O>CO>[F:1][C:2]1[CH:3]=[CH:4][C:5]([CH:8]=[CH:9][CH2:10][OH:11])=[CH:6][CH:7]=1. Procedure: 3-(4-Fluorophenyl)acrylic acid (5.0 g) was dissolved in methanol (30 ml), concentrated sulfuric acid (0.5 ml) was added, and the mixture was stirred at 100° C. for 3.5 hr. The reaction mixture was concentrated, and the residue was washed with water. The obtained white powder was dissolved in tetrahydrofuran (110 ml), 1M diisobutylaluminum hydride/toluene solution (55 ml) was added dropwise at −78° C., and the mixture was stirred at it was at −78° C. for 1 Saturated aqueous ammonium chloride solu... Reactants: N#N (N2), C1(CC1)N1C=NC2=C1C(=CC(=C2)B2OC(C(O2)(C)C)(C)C)O[C@H](C)[C@@H]2CC(NC2)=O ((R)-4-((R)-1-((1-cyclopropyl-5-(4,4,5,5-tetramethyl-1,3,2-dioxaborolan-2-yl)-1H-benzo[d]imidazol-7-yl)oxy)ethyl)pyrrolidin-2-one), IC1=CN=C(N1C(=O)OC(C)(C)C)C (tert-butyl 5-iodo-2-methyl-1H-imidazole-1-carboxylate), [O-]P(=O)([O-])[O-].[K+].[K+].[K+] (K3PO4). Reagents/catalysts: CC(C)(C)P(C1=CC=C(C=C1)N(C)C)C(C)(C)C.CC(C)(C)P(C1=CC=C(C=C1)N(C)C)C(C)(C)C.Cl[Pd]Cl (bis(di-tert-butyl(4-dimethylaminophenyl)phosphine)dichloropalladium(II)). Run in C(Cl)Cl (DCM), O (water), O1CCOCC1 (1,4-dioxane). Run at temperature 100 celsius. The product is C1(CC1)N1C=NC2=C1C(=CC(=C2)C2=CN=C(N2)C)O[C@H](C)[C@@H]2CC(NC2)=O ((R)-4-((R)-1-((1-cyclopropyl-5-(2-methyl-1H-imidazol-5-yl)-1H-benzo[d]imidazol-7-yl)oxy)ethyl)pyrrolidin-2-one). The yield is 0.6%. As a reaction SMILES: [CH:1]1([N:4]2[C:8]3[C:9]([O:22][C@@H:23]([C@H:25]4[CH2:29][NH:28][C:27](=[O:30])[CH2:26]4)[CH3:24])=[CH:10][C:11](B4OC(C)(C)C(C)(C)O4)=[CH:12][C:7]=3[N:6]=[CH:5]2)[CH2:3][CH2:2]1.I[C:32]1[N:36](C(OC(C)(C)C)=O)[C:35]([CH3:44])=[N:34][CH:33]=1.[O-]P([O-])([O-])=O.[K+].[K+].[K+].N#N>CC(P(C(C)(C)C)C1C=CC(N(C)C)=CC=1)(C)C.CC(P(C(C)(C)C)C1C=CC(N(C)C)=CC=1)(C)C.Cl[Pd]Cl.C(Cl)Cl.O.O1CCOCC1>[CH:1]1([N:4]2[C:8]3[C:9]([O:22][C@@H:23]([C@H:25]4[CH2:29][NH:28][C:27](=[O:30])[CH2:26]4)[CH3:24])=[CH:10][C:11]([C:32]4[NH:36][C:35]([CH3:44])=[N:34][CH:33]=4)=[CH:12][C:7]=3[N:6]=[CH:5]2)[CH2:3][CH2:2]1 |f:2.3.4.5,7.8.9|. Procedure details: To a microwave tube equipped with a stirring bar, (R)-4-((R)-1-((1-cyclopropyl-5-(4,4,5,5-tetramethyl-1,3,2-dioxaborolan-2-yl)-1H-benzo[d]imidazol-7-yl)oxy)ethyl)pyrrolidin-2-one: (200 mg, 0.486 mmol), tert-butyl 5-iodo-2-methyl-1H-imidazole-1-carboxylate (299.7 mg, 0.973 mmol), 1,4-dioxane (1.1 mL), water (0.82 mL), K3PO4 (355 mg, 1.673 mmol) were added, the mixture was bubbled N2 for 5 minutes before bis(di-tert-butyl(4-dimethylaminophenyl)phosphine)dichloropalladium(II) (27.5 mg, 0.039 mmol) ... Reaction conditions: temperature 20 celsius, time 4 hour. Reactants: O(C1=CC=CC=C1)C(C)C1=CC=C(C(=O)OC)C=C1 (methyl 4-(1-phenoxyethyl)benzoate), O.[OH-].[Li+] (lithium hydroxide monohydrate), O1CCCC1 (tetrahydrofuran), Cl (hydrochloric acid). As a reaction SMILES: [O:1]([CH:8]([C:10]1[CH:19]=[CH:18][C:13]([C:14]([O:16]C)=[O:15])=[CH:12][CH:11]=1)C)[C:2]1[CH:7]=[CH:6][CH:5]=[CH:4][CH:3]=1.O.[OH-].[Li+].O1CCC[CH2:24]1.Cl>O.CO>[CH3:24][C:19]1[CH:18]=[C:13]([CH:12]=[CH:11][C:10]=1[CH2:8][O:1][C:2]1[CH:3]=[CH:4][CH:5]=[CH:6][CH:7]=1)[C:14]([OH:16])=[O:15] |f:1.2.3|. Isolated yield 72.0%. The product is CC=1C=C(C(=O)O)C=CC1COC1=CC=CC=C1 (3-methyl-4-(phenoxymethyl)benzoic acid). Procedure: A mixture of methyl 4-(1-phenoxyethyl)benzoate (0.32 g, 1.2 mmol), lithium hydroxide monohydrate (571 mg, 13.6 mmol), tetrahydrofuran (15 mL), methanol (5 mL) and water (5 mL) was stirred at 20° C. for 4 hours. The mixture was neutralized to pH=1 with concentrated hydrochloric acid and then extracted with ethyl acetate (15 mL×3). The combined organic phase was dried by sodium sulfate, and then filtered. The filtrate was concentrated in vacuo to give 3-methyl-4-(phenoxymethyl)benzoic acid (0.21 g... Run in O (water), CO (methanol). Starting materials: ClCC(=O)C1=CC2=C(NC(N2)=O)C=C1 (5-(2-chloroethanoyl)-1,3-dihydrobenzimidazol-2-one), [N-]=[N+]=[N-].[Na+] (sodium azide). The product is N(=[N+]=[N-])CC(=O)C=1C=CC2=C(NC(N2)=O)C1 (6-(2-azidoethanoyl)-1,3-dihydrobenzimidazol-2-one). Isolated yield 93.0%. RXN SMILES: Cl[CH2:2][C:3]([C:5]1[CH:14]=[CH:13][C:8]2[NH:9][C:10](=[O:12])[NH:11][C:7]=2[CH:6]=1)=[O:4].[N-:15]=[N+:16]=[N-:17].[Na+]>>[N:15]([CH2:2][C:3]([C:5]1[CH:14]=[CH:13][C:8]2[NH:9][C:10](=[O:12])[NH:11][C:7]=2[CH:6]=1)=[O:4])=[N+:16]=[N-:17] |f:1.2|. Procedure details: Treatment of give 5-(2-chloroethanoyl)-1,3-dihydrobenzimidazol-2-one with sodium azide, following the procedure described in Example 6. Step 4, gave 6-(2-azidoethanoyl)-1,3-dihydrobenzimidazol-2-one (5.75 g, 93%): The reactants are COC1=C(C(=C(C(=C1OCOC)CCCC)OC)OCOC)CCCCCC1=C(C(=C(C(=C1OCOC)OC)CCOCOC)OCOC)OC (1-[2,5-dimethoxy-4-butyl-3,6-bis(methoxymethoxy)phenyl]-5-[2,5-dimethoxy-3,6-bis(methoxymethoxy)-4-(2-methoxymethyloxyethyl)phenyl]pentane), Cl (hydrogen chloride), O=O (oxygen), C(O)([O-])=O.[Na+] (sodium hydrogen carbonate). Run in O1CCCC1 (tetrahydrofuran), C(C)(C)O (isopropanol), C1=CC=CC=C1 (benzene), O1CCCC1.C(C)(C)O (tetrahydrofuran isopropanol), CO (methanol). Run at time 12 hour. The product is COC=1C(C(=C(C(C1CCCCCC1=C(C(C(=C(C1=O)OC)CCO)=O)OC)=O)OC)CCCC)=O (1-(2,5-dimethoxy-6-butyl-1,4-benzoquinone-3-yl)-5-[2,5-dimethoxy-6-(2-hydroxyethyl)-1,4-benzoquinon- 3-yl]pentane). RXN SMILES: [CH3:1][O:2][C:3]1[C:8]([O:9]COC)=[C:7]([CH2:13][CH2:14][CH2:15][CH3:16])[C:6]([O:17][CH3:18])=[C:5]([O:19]COC)[C:4]=1[CH2:23][CH2:24][CH2:25][CH2:26][CH2:27][C:28]1[C:33]([O:34]COC)=[C:32]([O:38][CH3:39])[C:31]([CH2:40][CH2:41][O:42]COC)=[C:30]([O:46]COC)[C:29]=1[O:50][CH3:51].Cl.C(=O)([O-])O.[Na+].O=O>O1CCCC1.C(O)(C)C.CO.C1C=CC=CC=1.O1CCCC1.C(O)(C)C>[CH3:1][O:2][C:3]1[C:8](=[O:9])[C:7]([CH2:13][CH2:14][CH2:15][CH3:16])=[C:6]([O:17][CH3:18])[C:5](=[O:19])[C:4]=1[CH2:23][CH2:24][CH2:25][CH2:26][CH2:27][C:28]1[C:33](=[O:34])[C:32]([O:38][CH3:39])=[C:31]([CH2:40][CH2:41][OH:42])[C:30](=[O:46])[C:29]=1[O:50][CH3:51] |f:2.3,9.10|. Procedure: 520 Milligrams of 1-[2,5-dimethoxy-4-butyl-3,6-bis(methoxymethoxy)phenyl]-5-[2,5-dimethoxy-3,6-bis(methoxymethoxy)-4-(2-methoxymethyloxyethyl)phenyl]pentane was dissolved in 5 ml of tetrahydrofuran with 5 ml of isopropanol, to this solution was added 1 milliliter of tetrahydrofuran-isopropanol (1:1) solution of 20%-hydrogen chloride, and the whole mixture was stirred at room temperature for 12 hours. After concentrated the reaction mixture, the residue obtained was treated by an azeotrotic disti... Starting materials: Cl, CN(C(=O)N(C)C1CNCC1c1ccc(F)cc1)c1cc(C(F)(F)F)cc(C(F)(F)F)c1, O=C1CC(C(=O)O)CC(=O)N1. The product is CN(C(=O)N(C)C1CN(C(=O)C2CC(=O)NC(=O)C2)CC1c1ccc(F)cc1)c1cc(C(F)(F)F)cc(C(F)(F)F)c1. As a reaction SMILES: [ClH:1].[F:2][C:3]([c:4]1[cH:5][c:6]([N:14]([C:15](=[O:16])[N:17]([CH3:18])[CH:19]2[CH2:20][NH:21][CH2:22][CH:23]2[c:24]2[cH:25][cH:26][c:27]([F:30])[cH:28][cH:29]2)[CH3:31])[cH:7][c:8]([C:10]([F:11])([F:12])[F:13])[cH:9]1)([F:32])[F:33].[O:34]=[C:35]1[NH:36][C:37](=[O:44])[CH2:38][CH:39]([C:41](=[O:42])[OH:43])[CH2:40]1>>[F:2][C:3]([c:4]1[cH:5][c:6]([N:14]([C:15](=[O:16])[N:17]([CH3:18])[CH:19]2[CH2:20][N:21]([C:41]([CH:39]3[CH2:38][C:37](=[O:44])[NH:36][C:35](=[O:34])[CH2:40]3)=[O:42])[CH2:22][CH:23]2[c:24]2[cH:25][cH:26][c:27]([F:30])[cH:28][cH:29]2)[CH3:31])[cH:7][c:8]([C:10]([F:11])([F:12])[F:13])[cH:9]1)([F:32])[F:33]. Reactants: [H-].[Na+] (sodium hydride), CO (methanol), N1C(=O)C(=O)C2=CC=CC=C12 (Isatin), BrC=1C=C(C=CC1)C1OCCO1 (2-(3-bromophenyl)-1,3-dioxolane). Reagents/catalysts: [Cu]I (CuI). Solvent: C(Cl)(Cl)Cl (chloroform), CN(C)C=O (DMF), C(Cl)(Cl)Cl (chloroform). Reaction conditions: temperature 0 celsius, time 1.5 hour. The product is O1C(OC=C1)C=1C=C(C=CC1)N1C(=O)C(=O)C2=CC=CC=C12 (N-[3-(1,3-dioxolyl)phenyl]isatin). As a reaction SMILES: [NH:1]1[C:11]2[C:6](=[CH:7][CH:8]=[CH:9][CH:10]=2)[C:4](=[O:5])[C:2]1=[O:3].[H-].[Na+].Br[C:15]1[CH:16]=[C:17]([CH:21]2[O:25][CH2:24][CH2:23][O:22]2)[CH:18]=[CH:19][CH:20]=1.CO>CN(C=O)C.C(Cl)(Cl)Cl.[Cu]I>[O:22]1[CH:23]=[CH:24][O:25][CH:21]1[C:17]1[CH:16]=[C:15]([N:1]2[C:11]3[C:6](=[CH:7][CH:8]=[CH:9][CH:10]=3)[C:4](=[O:5])[C:2]2=[O:3])[CH:20]=[CH:19][CH:18]=1 |f:1.2|. Procedure: Isatin (3.2 g, 0.0218 mol) was dissolved in anhydrous DMF (75 mL) and cooled in an ice-bath under a nitrogen atmosphere. To this cold solution, sodium hydride (0.575 g, 0.0239 mol) was added and the reaction was stirred at 0° C. for 1.5 hours. This solution was then treated with 2-(3-bromophenyl)-1,3-dioxolane (5 g, 1 equivalent) followed by CuI (8.3 g, 2 equivalents). The resulting suspension was heated in an oil-bath under nitrogen at 130–140° C. for 16 hours. It was then cooled to room temper... The solvent is C(Cl)Cl (CH2Cl2). Reported procedure: After a suspension of 5-nitroindole (25) (1.00 g, 6.17 mmol), tetrabutylammonium bisulfate (0.32 g, 0.93 mmol) and KOH (0.69 g, 12.33 mmol) in CH2Cl2 (20 mL) was stirred for 30 min, benzenesulfonyl chloride (1.18 ml, 9.25 mmol) was added and stirred at room temperature overnight. The reaction was quenched with water extracted with CH2Cl2 (20 mL×3). The combined organic layer was dried over anhydrous MgSO4 and concentrated under reduced pressure to give a yellow residue, which was purified by sil... The reactants are C1(=CC=CC=C1)S(=O)(=O)Cl (benzenesulfonyl chloride), [N+](=O)([O-])C=1C=C2C=CNC2=CC1 (5-nitroindole), [OH-].[K+] (KOH). Reagents/catalysts: S([O-])(O)(=O)=O.C(CCC)[N+](CCCC)(CCCC)CCCC (tetrabutylammonium bisulfate). Product: C1(=CC=CC=C1)S(=O)(=O)N1C=CC2=CC(=CC=C12)[N+](=O)[O-] (1-Benzenesulfonyl-5-nitro-1H-indole). Reaction conditions: time 30 minute. Reaction SMILES: [N+:1]([C:4]1[CH:5]=[C:6]2[C:10](=[CH:11][CH:12]=1)[NH:9][CH:8]=[CH:7]2)([O-:3])=[O:2].[OH-].[K+].[C:15]1([S:21](Cl)(=[O:23])=[O:22])[CH:20]=[CH:19][CH:18]=[CH:17][CH:16]=1>S(=O)(=O)(O)[O-].C([N+](CCCC)(CCCC)CCCC)CCC.C(Cl)Cl>[C:15]1([S:21]([N:9]2[C:10]3[C:6](=[CH:5][C:4]([N+:1]([O-:3])=[O:2])=[CH:12][CH:11]=3)[CH:7]=[CH:8]2)(=[O:23])=[O:22])[CH:20]=[CH:19][CH:18]=[CH:17][CH:16]=1 |f:1.2,4.5|. The yield is 92.2%. Product: C(C)(C)(C)NC(=O)[C@H]1N(C[C@H]2CCCC[C@H]2C1)C[C@H]([C@H](CSC1=CC=CC=C1)NC(C1=C(C(=CC=C1)O)C)=O)O ((3S, 4aS, 8aS)-2-[(2R, 3R)-2-hydroxy-3-(3-hydroxy-2-methylbenzoylamino)-4-phenylthiobutyl]decahydroisoquinoline-3-carboxylic acid t-butylamide). As a reaction SMILES: N.[C:2]([NH:6][C:7]([C@@H:9]1[CH2:18][C@H:17]2[C@H:12]([CH2:13][CH2:14][CH2:15][CH2:16]2)[CH2:11][N:10]1[CH2:19][C@@H:20]([OH:44])[C@@H:21]([NH:30][C:31](=[O:43])[C:32]1[CH:37]=[CH:36][CH:35]=[C:34]([O:38]C(=O)C)[C:33]=1[CH3:42])[CH2:22][S:23][C:24]1[CH:29]=[CH:28][CH:27]=[CH:26][CH:25]=1)=[O:8])([CH3:5])([CH3:4])[CH3:3]>CO>[C:2]([NH:6][C:7]([C@@H:9]1[CH2:18][C@H:17]2[C@H:12]([CH2:13][CH2:14][CH2:15][CH2:16]2)[CH2:11][N:10]1[CH2:19][C@@H:20]([OH:44])[C@@H:21]([NH:30][C:31](=[O:43])[C:32]1[CH:37]=[CH:36][CH:35]=[C:34]([OH:38])[C:33]=1[CH3:42])[CH2:22][S:23][C:24]1[CH:25]=[CH:26][CH:27]=[CH:28][CH:29]=1)=[O:8])([CH3:5])([CH3:3])[CH3:4]. The solvent is CO (methanol). Isolated yield 54.0%. The reactants are N (ammonia), C(C)(C)(C)NC(=O)[C@H]1N(C[C@H]2CCCC[C@H]2C1)C[C@H]([C@H](CSC1=CC=CC=C1)NC(C1=C(C(=CC=C1)OC(C)=O)C)=O)O ((3S, 4aS, 8aS)-2-[(2R, 3R)-3-(3-acetoxy-2-methyl-benzoylamino)-2-hydroxy-4-phenylthiobutyl]-decahydroisoquinoline-3-carboxylic acid t-butylamide). Procedure: Aqueous ammonia (28%, 24 ml) was added to a solution of (3S, 4aS, 8aS)-2-[(2R, 3R)-3-(3-acetoxy-2-methyl-benzoylamino)-2-hydroxy-4-phenylthiobutyl]-decahydroisoquinoline-3-carboxylic acid t-butylamide (12.7 g) in methanol (96 ml). The resulting mixture was stirred for 1.5 hours at room temperature. The resulting precipitate was collected by filtration and washed with a mixed solution of methanol (75 ml)/water (25 ml). The residue was dried at 50° C. under vacuum to give (3S, 4aS, 8aS)-2-[(2R, 3R... Reaction conditions: time 1.5 hour. Reactants: BrC=1N=C(C(=NC1)N(S(=O)(=O)C1=C(C(=CC=C1)Cl)Cl)COCC[Si](C)(C)C)OC (N-(5-bromo-3-methoxy-2-pyrazinyl)-2,3-dichloro-N-{[2-(trimethylsilanyl)ethoxy]methyl}benzenesulphonamide), Cl.CN(CCS)C (2-(dimethylamino)ethanthiol hydrochloride). The product is ClC1=C(C=CC=C1Cl)S(=O)(=O)NC1=NC=C(N=C1OC)SCCN(C)C (2,3-Dichloro-N-{5-[2-(dimethylamino)ethylsulphanyl]-3-methoxy-2-pyrazinyl]benzenesulphonamide). RXN SMILES: Br[C:2]1[N:3]=[C:4]([O:28][CH3:29])[C:5]([N:8](COCC[Si](C)(C)C)[S:9]([C:12]2[CH:17]=[CH:16][CH:15]=[C:14]([Cl:18])[C:13]=2[Cl:19])(=[O:11])=[O:10])=[N:6][CH:7]=1.Cl.[CH3:31][N:32]([CH3:36])[CH2:33][CH2:34][SH:35]>>[Cl:19][C:13]1[C:14]([Cl:18])=[CH:15][CH:16]=[CH:17][C:12]=1[S:9]([NH:8][C:5]1[C:4]([O:28][CH3:29])=[N:3][C:2]([S:35][CH2:34][CH2:33][N:32]([CH3:36])[CH3:31])=[CH:7][N:6]=1)(=[O:10])=[O:11] |f:1.2|. Procedure: Prepared as for Example 101b using N-(5-bromo-3-methoxy-2-pyrazinyl)-2,3-dichloro-N-{[2-(trimethylsilanyl)ethoxy]methyl}benzenesulphonamide (Example 55a) (0.3 g) and 2-(dimethylamino)ethanthiol hydrochloride (0.2 g). Yield 0.25 g.